Dataset: the Open Reaction Database (ORD), a public repository of structured organic reaction records. Task: describe an organic reaction: reactants, conditions, products, and yield Reactants: COC(=O)Cc1c(-c2ccccc2Cl)csc1-c1ccc(O)cc1, CC(=O)c1ccc(F)cc1, [K+], [K+], O=C([O-])[O-]. Product: COC(=O)Cc1c(-c2ccccc2Cl)csc1-c1ccc(Oc2ccc(C(C)=O)cc2)cc1. Reaction SMILES: [Cl:1][c:2]1[c:3](-[c:8]2[c:9]([CH2:20][C:21](=[O:22])[O:23][CH3:24])[c:10](-[c:13]3[cH:14][cH:15][c:16]([OH:19])[cH:17][cH:18]3)[s:11][cH:12]2)[cH:4][cH:5][cH:6][cH:7]1.[F:25][c:26]1[cH:27][cH:28][c:29]([C:32]([CH3:33])=[O:34])[cH:30][cH:31]1.[K+:35].[K+:36].[O-:37][C:38]([O-:39])=[O:40]>>[Cl:1][c:2]1[c:3](-[c:8]2[c:9]([CH2:20][C:21](=[O:22])[O:23][CH3:24])[c:10](-[c:13]3[cH:14][cH:15][c:16]([O:19][c:26]4[cH:27][cH:28][c:29]([C:32]([CH3:33])=[O:34])[cH:30][cH:31]4)[cH:17][cH:18]3)[s:11][cH:12]2)[cH:4][cH:5][cH:6][cH:7]1. Starting materials: Clc1cc(N2CCOCC2)c(Cl)nn1, NN, C1COCCO1, O. The product is NNc1cc(N2CCOCC2)c(Cl)nn1. RXN SMILES: [Cl:1][c:2]1[n:3][n:4][c:5]([Cl:14])[cH:6][c:7]1[N:8]1[CH2:9][CH2:10][O:11][CH2:12][CH2:13]1.[NH2:16][NH2:17].[O:18]1[CH2:19][CH2:20][O:21][CH2:22][CH2:23]1.[OH2:15]>>[Cl:1][c:2]1[n:3][n:4][c:5]([NH:16][NH2:17])[cH:6][c:7]1[N:8]1[CH2:9][CH2:10][O:11][CH2:12][CH2:13]1. Reactants: COC(=O)Cc1cc(NC(=O)OC(C)(C)C)c([N+](=O)[O-])cc1I, C#Cc1ccccc1. Product: COC(=O)Cc1cc(NC(=O)OC(C)(C)C)c([N+](=O)[O-])cc1C#Cc1ccccc1. As a reaction SMILES: [CH3:1][O:2][C:3]([CH2:4][c:5]1[c:6]([I:22])[cH:7][c:8]([N+:19](=[O:20])[O-:21])[c:9]([NH:11][C:12](=[O:13])[O:14][C:15]([CH3:16])([CH3:17])[CH3:18])[cH:10]1)=[O:23].[c:24]1([C:30]#[CH:31])[cH:25][cH:26][cH:27][cH:28][cH:29]1>>[CH3:1][O:2][C:3]([CH2:4][c:5]1[c:6]([C:31]#[C:30][c:24]2[cH:25][cH:26][cH:27][cH:28][cH:29]2)[cH:7][c:8]([N+:19](=[O:20])[O-:21])[c:9]([NH:11][C:12](=[O:13])[O:14][C:15]([CH3:16])([CH3:17])[CH3:18])[cH:10]1)=[O:23].